From a dataset of the Open Reaction Database (ORD), a public repository of structured organic reaction records. describe an organic reaction: reactants, conditions, products, and yield Starting materials: OC(CCCCC=C)CO (7,8-dihydroxy-1-octene), C(C1=CC=C(C=C1)OC)C(C1=CC=CC=C1)(C1=CC=CC=C1)Cl (p-anisylchlorodiphenylmethane), O (water). Run in N1=CC=CC=C1 (pyridine). Conditions: time 48 hour. The product is OCC(CCCCC=C)OC (8-hydroxy-7-methoxy-1-octene). The yield is 45.8%. Reaction SMILES: [OH:1][CH:2]([CH2:9][OH:10])[CH2:3][CH2:4][CH2:5][CH2:6][CH:7]=[CH2:8].[CH2:11](C(Cl)(C1C=CC=CC=1)C1C=CC=CC=1)C1C=CC(OC)=CC=1.O>N1C=CC=CC=1>[OH:10][CH2:9][CH:2]([O:1][CH3:11])[CH2:3][CH2:4][CH2:5][CH2:6][CH:7]=[CH2:8]. Procedure details: A mixture of 45 g of 7,8-dihydroxy-1-octene and 101.2 g of p-anisylchlorodiphenylmethane in 200 ml of pyridine was allowed to stand at 10° C. for 48 hours. The mixture was poured into water and extracted with ether. The ether solution was dried and evaporated. The residue was dissolved in 300 ml of dimethylformamide containing 83.1 ml of methyl iodide and this solution was added dropwise to a suspension of 17.75 g of 60t sodium hydride in 500 ml of dimethylformamide over a 2 hour period. After s...